The task is: describe an organic reaction: reactants, conditions, products, and yield. This data is from the Open Reaction Database (ORD), a public repository of structured organic reaction records. Reactants: O=C([O-])[O-], Cc1nc(-c2ccccc2)nc(-c2cccc([N+](=O)[O-])c2)c1C(=O)O, CN(C)CCN, CN(C)C=O, ClCCl, [K+], [K+], O=S(Cl)Cl. Yields the product Cc1nc(-c2ccccc2)nc(-c2cccc([N+](=O)[O-])c2)c1C(=O)NCCN(C)C. RXN SMILES: [C:36](=[O:37])([O-:38])[O-:39].[CH3:1][c:2]1[c:3]([C:23](=[O:24])[OH:25])[c:4](-[c:14]2[cH:15][c:16]([N+:20](=[O:21])[O-:22])[cH:17][cH:18][cH:19]2)[n:5][c:6](-[c:8]2[cH:9][cH:10][cH:11][cH:12][cH:13]2)[n:7]1.[CH3:30][N:31]([CH2:32][CH2:33][NH2:34])[CH3:35].[CH3:42][N:43]([CH3:44])[CH:45]=[O:46].[Cl:47][CH2:48][Cl:49].[K+:40].[K+:41].[S:26]([Cl:27])([Cl:28])=[O:29]>>[CH3:1][c:2]1[c:3]([C:23](=[O:25])[NH:34][CH2:33][CH2:32][N:31]([CH3:30])[CH3:35])[c:4](-[c:14]2[cH:15][c:16]([N+:20](=[O:21])[O-:22])[cH:17][cH:18][cH:19]2)[n:5][c:6](-[c:8]2[cH:9][cH:10][cH:11][cH:12][cH:13]2)[n:7]1. Starting materials: Cl.N1(CCNCCC1)C1=CC=C(C=C1)NC(=O)C=1N=C(OC1C(F)(F)F)C1=CC=CC=C1 (2-phenyl-5-trifluoromethyl-oxazole-4-carboxylic acid (4-[1,4]diazepan-1-yl-phenyl)-amide hydrochloride), TEA, CC1(C(=O)OC(C1)=O)C (2,2-Dimethylsuccinic anhydride). Run in C(Cl)Cl (methylene chloride). Product: Cl.CC(C(=O)O)(CC(N1CCN(CCC1)C1=CC=C(C=C1)NC(=O)C=1N=C(OC1C(F)(F)F)C1=CC=CC=C1)=O)C (2,2-dimethyl-4-oxo-4-(4-{4-[(2-phenyl-5-trifluoromethyl-oxazole-4-carbonyl)-amino]-phenyl}-[1,4]diazepan-1-yl)-butyric acid hydrochloride salt). Yield: 78.4%. RXN SMILES: [ClH:1].[N:2]1([C:9]2[CH:14]=[CH:13][C:12]([NH:15][C:16]([C:18]3[N:19]=[C:20]([C:27]4[CH:32]=[CH:31][CH:30]=[CH:29][CH:28]=4)[O:21][C:22]=3[C:23]([F:26])([F:25])[F:24])=[O:17])=[CH:11][CH:10]=2)[CH2:8][CH2:7][CH2:6][NH:5][CH2:4][CH2:3]1.[CH3:33][C:34]1([CH3:41])[CH2:39][C:38](=[O:40])[O:37][C:35]1=[O:36]>C(Cl)Cl>[ClH:1].[CH3:33][C:34]([CH3:41])([CH2:39][C:38](=[O:40])[N:5]1[CH2:6][CH2:7][CH2:8][N:2]([C:9]2[CH:14]=[CH:13][C:12]([NH:15][C:16]([C:18]3[N:19]=[C:20]([C:27]4[CH:32]=[CH:31][CH:30]=[CH:29][CH:28]=4)[O:21][C:22]=3[C:23]([F:26])([F:24])[F:25])=[O:17])=[CH:11][CH:10]=2)[CH2:3][CH2:4]1)[C:35]([OH:37])=[O:36] |f:0.1,4.5|. Reported procedure: A mixture of 2-phenyl-5-trifluoromethyl-oxazole-4-carboxylic acid (4-[1,4]diazepan-1-yl-phenyl)-amide hydrochloride (35 mg, 0.075 mmol), methylene chloride (5 mL), and TEA (40 mg, 0.39 mmol) was stirred at room temperature. 2,2-Dimethylsuccinic anhydride (20 mg, 0.15 mmol) was added slowly. The reaction was stirred at room temperature for 0.5 hr then concentrated and the residue was taken up in ethyl acetate (50 mL) and washed with saturated ammonium chloride (50 mL), water (50 mL), and brine (2... The reactants are ClCCl, O=S(Cl)Cl, OCCc1ccccn1. Yields the product ClCCc1ccccn1. RXN SMILES: [Cl:14][CH2:15][Cl:16].[S:10]([Cl:11])([Cl:12])=[O:13].[n:1]1[c:2]([CH2:7][CH2:8][OH:9])[cH:3][cH:4][cH:5][cH:6]1>>[n:1]1[c:2]([CH2:7][CH2:8][Cl:12])[cH:3][cH:4][cH:5][cH:6]1. RXN SMILES: [C:19](=[O:20])([O-:21])[O-:22].[CH3:31][S:32](=[O:33])[CH3:34].[F:1][C:2]([F:3])([F:4])[S:5]([O:6][CH2:7][C:8]([CH:9]([C:10]([F:11])([F:12])[F:13])[F:14])([F:15])[F:16])(=[O:17])=[O:18].[K+:23].[K+:24].[N:25]#[C:26][CH2:27][C:28]#[N:29].[OH2:30]>>[CH2:7]([C:8]([CH:9]([C:10]([F:11])([F:12])[F:13])[F:14])([F:15])[F:16])[CH:27]([C:26]#[N:25])[C:28]#[N:29]. The reactants are O=C([O-])[O-], CS(C)=O, O=S(=O)(OCC(F)(F)C(F)C(F)(F)F)C(F)(F)F, [K+], [K+], N#CCC#N, O. The product is N#CC(C#N)CC(F)(F)C(F)C(F)(F)F. Starting materials: CCOC1CN(C(=O)OCc2ccccc2)CC1Nc1nc(CC)c(-c2cnc(N(C)C)cc2C)nc1CC, COc1ccc(B(O)O)c(C)c1. Product: CCOC1CN(C(=O)OCc2ccccc2)CC1Nc1nc(CC)c(-c2ccc(OC)cc2C)nc1CC. Reaction SMILES: [CH3:1][N:2]([CH3:3])[c:4]1[n:5][cH:6][c:7](-[c:9]2[n:10][c:11]([CH2:36][CH3:37])[c:12]([NH:17][CH:18]3[CH2:19][N:20]([C:26](=[O:27])[O:28][CH2:29][c:30]4[cH:31][cH:32][cH:33][cH:34][cH:35]4)[CH2:21][CH:22]3[O:23][CH2:24][CH3:25])[n:13][c:14]2[CH2:15][CH3:16])[c:8]([CH3:38])[cH:39]1.[CH3:40][c:41]1[c:42]([B:49]([OH:50])[OH:51])[cH:43][cH:44][c:45]([O:47][CH3:48])[cH:46]1>>[c:9]1(-[c:42]2[c:41]([CH3:40])[cH:46][c:45]([O:47][CH3:48])[cH:44][cH:43]2)[n:10][c:11]([CH2:36][CH3:37])[c:12]([NH:17][CH:18]2[CH2:19][N:20]([C:26](=[O:27])[O:28][CH2:29][c:30]3[cH:31][cH:32][cH:33][cH:34][cH:35]3)[CH2:21][CH:22]2[O:23][CH2:24][CH3:25])[n:13][c:14]1[CH2:15][CH3:16]. The reactants are C1(=CC=CC=C1)C=1C=C(C=CC1OC)NC1=CC=C(C=C1)CCNC[C@@H](C1=C2C=CC(NC2=C(C=C1)OCC1=CC=CC=C1)=O)O (N-{2-[4-(3-phenyl-4-methoxyphenyl)aminophenyl]ethyl}-(R)-2-hydroxy-2-(8-benzyloxy-2(1H)-quinolinon-5-yl)ethylamine), 2, C1(=CC=CC=C1)C=1C=C(C=CC1OC)NC1=CC=C(C=C1)CCNC[C@@H](C1=C2C=CC(NC2=C(C=C1)OCC1=CC=CC=C1)=O)O (N-{2-[4-(3-phenyl-4-methoxyphenyl)aminophenyl]ethyl}-(R)-2-hydroxy-2-(8-benzyloxy-2(1H)-quinolinon-5-yl)ethylamine), [H][H] (hydrogen). Reagents/catalysts: [Pd] (palladium on carbon). The solvent is ClCCl.CO (dichloromethane methanol). Product: C1(=CC=CC=C1)C=1C=C(C=CC1OC)NC1=CC=C(C=C1)CCNC[C@@H](C1=C2C=CC(NC2=C(C=C1)O)=O)O (N-{2-[4-(3-phenyl-4-methoxyphenyl)aminophenyl]ethyl}-(R)-2-hydroxy-2-(8-hydroxy-2(1H)-quinolinon-5-yl)ethylamine). RXN SMILES: [C:1]1([C:7]2[CH:8]=[C:9]([NH:15][C:16]3[CH:21]=[CH:20][C:19]([CH2:22][CH2:23][NH:24][CH2:25][C@H:26]([OH:46])[C:27]4[CH:36]=[CH:35][C:34]([O:37]CC5C=CC=CC=5)=[C:33]5[C:28]=4[CH:29]=[CH:30][C:31](=[O:45])[NH:32]5)=[CH:18][CH:17]=3)[CH:10]=[CH:11][C:12]=2[O:13][CH3:14])[CH:6]=[CH:5][CH:4]=[CH:3][CH:2]=1.[H][H]>ClCCl.CO.[Pd]>[C:1]1([C:7]2[CH:8]=[C:9]([NH:15][C:16]3[CH:17]=[CH:18][C:19]([CH2:22][CH2:23][NH:24][CH2:25][C@H:26]([OH:46])[C:27]4[CH:36]=[CH:35][C:34]([OH:37])=[C:33]5[C:28]=4[CH:29]=[CH:30][C:31](=[O:45])[NH:32]5)=[CH:20][CH:21]=3)[CH:10]=[CH:11][C:12]=2[O:13][CH3:14])[CH:6]=[CH:5][CH:4]=[CH:3][CH:2]=1 |f:2.3|. Reported procedure: The free base form of compound 1 was prepared from the protected intermediate PP. To a solution of N-{2-[4-(3-phenyl-4-methoxyphenyl)aminophenyl]ethyl}-(R)-2-hydroxy-2-(8-benzyloxy-2(1H)-quinolinon-5-yl)ethylamine (PP) prepared by the process of Examples 1 and 2 (43.0 g, 70 mmol) in 50% dichloromethane/methanol (200 mL) was added 20% palladium on carbon (8.6 g). The reaction was stirred vigorously under one atmosphere of hydrogen for 18 h. The solids were filtered off over Celite and washed with... The reactants are CC(=O)[O-], CC(=O)[O-], COC(=O)c1nc(Cl)cc(NC(C)=O)c1Cl, CC#N, [Cs+], [F-], COc1c(C(F)(F)F)ccc([Sn](C)(C)C)c1F, [Pd+2], c1ccc(P(CCCCP(c2ccccc2)c2ccccc2)c2ccccc2)cc1. Yields the product COC(=O)c1nc(-c2ccc(C(F)(F)F)c(OC)c2F)cc(NC(C)=O)c1Cl. RXN SMILES: [C:69]([O-:70])(=[O:71])[CH3:72].[C:74]([O-:75])(=[O:76])[CH3:77].[CH3:1][O:2][C:3](=[O:4])[c:5]1[n:6][c:7]([Cl:16])[cH:8][c:9]([NH:12][C:13]([CH3:14])=[O:15])[c:10]1[Cl:11].[CH3:66][C:67]#[N:68].[Cs+:35].[F-:34].[F:17][c:18]1[c:19]([Sn:30]([CH3:31])([CH3:32])[CH3:33])[cH:20][cH:21][c:22]([C:26]([F:27])([F:28])[F:29])[c:23]1[O:24][CH3:25].[Pd+2:73].[c:36]1([P:37]([c:38]2[cH:39][cH:40][cH:41][cH:42][cH:43]2)[CH2:44][CH2:45][CH2:46][CH2:47][P:48]([c:49]2[cH:50][cH:51][cH:52][cH:53][cH:54]2)[c:55]2[cH:56][cH:57][cH:58][cH:59][cH:60]2)[cH:61][cH:62][cH:63][cH:64][cH:65]1>>[CH3:1][O:2][C:3](=[O:4])[c:5]1[n:6][c:7](-[c:19]2[c:18]([F:17])[c:23]([O:24][CH3:25])[c:22]([C:26]([F:27])([F:28])[F:29])[cH:21][cH:20]2)[cH:8][c:9]([NH:12][C:13]([CH3:14])=[O:15])[c:10]1[Cl:11]. The reactants are CC(C)(C)OC(=O)CBr, O=C([O-])[O-], CN1CCCC1=O, COc1ccc(CNc2n[nH]c(=O)c3ccc(C#N)cc23)cc1Cl, [K+], [K+], O. The product is COc1ccc(CNc2nn(CC(=O)OC(C)(C)C)c(=O)c3ccc(C#N)cc23)cc1Cl. As a reaction SMILES: [Br:25][CH2:26][C:27](=[O:28])[O:29][C:30]([CH3:31])([CH3:32])[CH3:33].[C:34](=[O:35])([O-:36])[O-:37].[CH3:41][N:42]1[CH2:43][CH2:44][CH2:45][C:46]1=[O:47].[Cl:1][c:2]1[cH:3][c:4]([CH2:5][NH:6][c:7]2[n:8][nH:9][c:10](=[O:19])[c:11]3[cH:12][cH:13][c:14]([C:17]#[N:18])[cH:15][c:16]23)[cH:20][cH:21][c:22]1[O:23][CH3:24].[K+:38].[K+:39].[OH2:40]>>[Cl:1][c:2]1[cH:3][c:4]([CH2:5][NH:6][c:7]2[n:8][n:9]([CH2:26][C:27](=[O:28])[O:29][C:30]([CH3:31])([CH3:32])[CH3:33])[c:10](=[O:19])[c:11]3[cH:12][cH:13][c:14]([C:17]#[N:18])[cH:15][c:16]23)[cH:20][cH:21][c:22]1[O:23][CH3:24]. Reactants: C(CCCC)N (n-pentylamine), C(C)OC(=O)C=1SC(=NN1)N1CCN(CC1)C(C1=C(C=CC=C1)C(F)(F)F)=O (5-[4-(2-trifluoromethylbenzoyl)piperazin-1-yl][1,3,4]thiadiazole-2-carboxylic acid ethyl ester). The product is C(CCCC)NC(=O)C=1SC(=NN1)N1CCN(CC1)C(C1=C(C=CC=C1)C(F)(F)F)=O (5-[4-(2-TRIFLUOROMETHYLBENZOYL)PIPERAZIN-1-YL]-[1,3,4]THIADIAZOLE-2-CARBOXYLIC ACID PENTYLAMIDE), solid. Yield: 77.0%. RXN SMILES: [CH2:1]([NH2:6])[CH2:2][CH2:3][CH2:4][CH3:5].C([O:9][C:10]([C:12]1[S:13][C:14]([N:17]2[CH2:22][CH2:21][N:20]([C:23](=[O:34])[C:24]3[CH:29]=[CH:28][CH:27]=[CH:26][C:25]=3[C:30]([F:33])([F:32])[F:31])[CH2:19][CH2:18]2)=[N:15][N:16]=1)=O)C>>[CH2:1]([NH:6][C:10]([C:12]1[S:13][C:14]([N:17]2[CH2:18][CH2:19][N:20]([C:23](=[O:34])[C:24]3[CH:29]=[CH:28][CH:27]=[CH:26][C:25]=3[C:30]([F:33])([F:32])[F:31])[CH2:21][CH2:22]2)=[N:15][N:16]=1)=[O:9])[CH2:2][CH2:3][CH2:4][CH3:5]. Procedure details: Following the procedure as described in Example 3, making variations only as required to use n-pentylamine in place of isoamylamine to react with 5-[4-(2-trifluoromethylbenzoyl)piperazin-1-yl][1,3,4]thiadiazole-2-carboxylic acid ethyl ester, the title compound was obtained as a white solid (0.85 g, yield 77%). 1H NMR (300 MHz, CDCl3) δ 7.70-7.73 (m, 1H), 7.51-7.64 (m, 2H), 7.29-7.35 (m, 1H), 6.97-7.06 (m, 1H), 3.99-4.10 (m, 1H), 3.81-3.92 (m, 1H), 3.62-3.70 (m, 2H), 3.48-3.56 (m, 2H), 3.29-3.44 ...